Dataset: the Open Reaction Database (ORD), a public repository of structured organic reaction records. Task: describe an organic reaction: reactants, conditions, products, and yield Starting materials: ClC=1C(=NOC1NS(=O)(=O)C1=C(SC=C1)C(=O)NC1=C(C=C2C(=C1)OCO2)C(C)=O)C (N-(4-chloro-3-methyl-5-isoxazolyl)2-{[2-acetyl-4,5-(methylenedioxy)phenyl]aminocarbonyl}thiophene-3-sulfonamide), NC1=C(C#N)C=C(C(=C1)OC)OC (2-amino-4,5-dimethoxybenzonitrile). Product: ClC=1C(=NOC1NS(=O)(=O)C1=C(SC=C1)C(=O)NC1=C(C=C(C(=C1)OC)OC)C#N)C (N-(4-chloro-3-methyl-5-isoxazolyl)-2-[{2-cyano-4,5-dimethoxyphenyl)aminocarbonyl]thiophene-3-sulfonamide), powder. The yield is 36.0%. Reaction SMILES: [Cl:1][C:2]1[C:3]([CH3:31])=[N:4][O:5][C:6]=1[NH:7][S:8]([C:11]1[CH:15]=[CH:14][S:13][C:12]=1[C:16](NC1C=C2OCOC2=CC=1C(=O)C)=[O:17])(=[O:10])=[O:9].[NH2:32][C:33]1[CH:40]=[C:39]([O:41][CH3:42])[C:38]([O:43][CH3:44])=[CH:37][C:34]=1[C:35]#[N:36]>>[Cl:1][C:2]1[C:3]([CH3:31])=[N:4][O:5][C:6]=1[NH:7][S:8]([C:11]1[CH:15]=[CH:14][S:13][C:12]=1[C:16]([NH:32][C:33]1[CH:40]=[C:39]([O:41][CH3:42])[C:38]([O:43][CH3:44])=[CH:37][C:34]=1[C:35]#[N:36])=[O:17])(=[O:9])=[O:10]. Procedure: N-(4-chloro-3-methyl-5-isoxazolyl)-2-[(2-cyano-4,5-dimethoxyphenyl)aminocarbonyl]thiophene-3-sulfonamide was prepared by the method set forth for N-(4-chloro-3-methyl-5-isoxazolyl)2-{[2-acetyl-4,5-(methylenedioxy)phenyl]aminocarbonyl}thiophene-3-sulfonamide (EXAMPLE 148) except that 2-amino-4,5-dimethoxybenzonitrile was used instead of 2'-amino-4',5'-(methylenedioxy)acetophenone. N-(4-chloro-3-methyl-5-isoxazolyl)-2-[{2-cyano-4,5-dimethoxyphenyl)aminocarbonyl]thiophene-3-sulfonamide was obtained...